This data is from the Open Reaction Database (ORD), a public repository of structured organic reaction records. The task is: describe an organic reaction: reactants, conditions, products, and yield Starting materials: BrC=1C=C(C=NC1)S(=O)(=O)Cl (5-bromopyridine-3-sulfonyl chloride), COCCN (2-methoxyethanamine). The solvent is C1CCOC1 (THF). Product: BrC=1C=C(C=NC1)S(=O)(=O)NCCOC (5-bromo-N-(2-methoxyethyl)pyridine-3-sulfonamide). Isolated yield 26.9%. RXN SMILES: [Br:1][C:2]1[CH:3]=[C:4]([S:8](Cl)(=[O:10])=[O:9])[CH:5]=[N:6][CH:7]=1.[CH3:12][O:13][CH2:14][CH2:15][NH2:16]>C1COCC1>[Br:1][C:2]1[CH:3]=[C:4]([S:8]([NH:16][CH2:15][CH2:14][O:13][CH3:12])(=[O:10])=[O:9])[CH:5]=[N:6][CH:7]=1. Reported procedure: A solution of 5-bromopyridine-3-sulfonyl chloride (1.5 g, 5.8 mmol)) and 2-methoxyethanamine (1.3 g, 18 mmol) in THF (40 mL) was stirred at room temperature for 16 h. After this time, the resulting reaction mixture was partitioned between saturated aqueous sodium chloride and ethyl acetate. The organic solution was dried and evaporated. The resulting residue was purified by flash column chromatography using ethyl acetate/hexanes to yield 5-bromo-N-(2-methoxyethyl)pyridine-3-sulfonamide (460 mg, ... The reactants are S1C(=NC2=C1C=CC=C2)C2=NC1=CC=C(C=C1N=C2N2[C@H](CCC2)C)C(=O)OC (methyl 2-(1,3-benzothiazol-2-yl)-3-[(2S)-2-methylpyrrolidin-1-yl]quinoxaline-6-carboxylate), [OH-].[Na+] (NaOH), O (water). Solvent: O1CCCC1 (tetrahydrofuran). Run at time 8 hour. The product is S1C(=NC2=C1C=CC=C2)C2=NC1=CC=C(C=C1N=C2N2[C@H](CCC2)C)C(=O)O (2-(1,3-benzothiazol-2-yl)-3-[(2S)-2-methylpyrrolidin-1-yl]quinoxaline-6-carboxylic acid). Isolated yield 56.1%. RXN SMILES: [S:1]1[C:5]2[CH:6]=[CH:7][CH:8]=[CH:9][C:4]=2[N:3]=[C:2]1[C:10]1[C:19]([N:20]2[CH2:24][CH2:23][CH2:22][C@@H:21]2[CH3:25])=[N:18][C:17]2[C:12](=[CH:13][CH:14]=[C:15]([C:26]([O:28]C)=[O:27])[CH:16]=2)[N:11]=1.[OH-].[Na+].O>O1CCCC1>[S:1]1[C:5]2[CH:6]=[CH:7][CH:8]=[CH:9][C:4]=2[N:3]=[C:2]1[C:10]1[C:19]([N:20]2[CH2:24][CH2:23][CH2:22][C@@H:21]2[CH3:25])=[N:18][C:17]2[C:12](=[CH:13][CH:14]=[C:15]([C:26]([OH:28])=[O:27])[CH:16]=2)[N:11]=1 |f:1.2|. Procedure details: To a solution of methyl 2-(1,3-benzothiazol-2-yl)-3-[(2S)-2-methylpyrrolidin-1-yl]quinoxaline-6-carboxylate (80 mg, 0.20 mmol) in tetrahydrofuran (20 mL) was added NaOH (23.8 mg, 0.60 mmol) and water (1 mL). The resulting solution was stirred overnight at room temperature and then concentrated in vacuo, adjusted the pH to 7 with HCl (3 N). The product was collected and filtered to afford 2-(1,3-benzothiazol-2-yl)-3-[(2S)-2-methylpyrrolidin-1-yl]quinoxaline-6-carboxylic acid as a light yellow sol... Reactants: Nc1cc(I)c2[nH]cnc2c1, O=S(=O)(O)C1=NCCN1. Yields the product Ic1cc(NC2=NCCN2)cc2[nH]cnc12. As a reaction SMILES: [I:1][c:2]1[cH:3][c:4]([NH2:11])[cH:5][c:6]2[n:7][cH:8][nH:9][c:10]12.[NH:12]1[C:13]([S:17]([OH:18])(=[O:19])=[O:20])=[N:14][CH2:15][CH2:16]1>>[I:1][c:2]1[cH:3][c:4]([NH:11][C:13]2=[N:12][CH2:16][CH2:15][NH:14]2)[cH:5][c:6]2[nH:7][cH:8][n:9][c:10]12.